From a dataset of the Open Reaction Database (ORD), a public repository of structured organic reaction records. describe an organic reaction: reactants, conditions, products, and yield The reactants are CC(C)(C)OC(=O)NC1CCNCC1, C1CCOC1, Cc1cc(NC(=O)NCCCl)c2ccccc2n1, [Na+], O=C([O-])O. Product: Cc1cc(NC(=O)NCCN2CCC(NC(=O)OC(C)(C)C)CC2)c2ccccc2n1. Reaction SMILES: [C:1]([CH3:2])([CH3:3])([CH3:4])[O:5][C:6]([NH:7][CH:8]1[CH2:9][CH2:10][NH:11][CH2:12][CH2:13]1)=[O:14].[CH2:38]1[O:39][CH2:40][CH2:41][CH2:42]1.[Cl:15][CH2:16][CH2:17][NH:18][C:19](=[O:20])[NH:21][c:22]1[cH:23][c:24]([CH3:32])[n:25][c:26]2[cH:27][cH:28][cH:29][cH:30][c:31]12.[Na+:37].[O-:33][C:34]([OH:35])=[O:36]>>[C:1]([CH3:2])([CH3:3])([CH3:4])[O:5][C:6]([NH:7][CH:8]1[CH2:9][CH2:10][N:11]([CH2:16][CH2:17][NH:18][C:19](=[O:20])[NH:21][c:22]2[cH:23][c:24]([CH3:32])[n:25][c:26]3[cH:27][cH:28][cH:29][cH:30][c:31]23)[CH2:12][CH2:13]1)=[O:14]. Reactants: CN(C)C=O, Cl, FC(F)(F)C1(c2ccc3c(c2)OCO3)CO1, [H-], [H][H], [Na+], OCc1cccc(Oc2ccccc2)c1, O. Product: OC(COCc1cccc(Oc2ccccc2)c1)(c1ccc2c(c1)OCO2)C(F)(F)F. RXN SMILES: [CH3:37][N:38]([CH3:39])[CH:40]=[O:41].[ClH:36].[F:20][C:21]([C:22]1([c:25]2[cH:26][c:27]3[c:28]([cH:29][cH:30]2)[O:31][CH2:32][O:33]3)[CH2:23][O:24]1)([F:34])[F:35].[H-:16].[H:18][H:19].[Na+:17].[O:1]([c:2]1[cH:3][cH:4][cH:5][cH:6][cH:7]1)[c:8]1[cH:9][c:10]([CH2:11][OH:12])[cH:13][cH:14][cH:15]1.[OH2:42]>>[O:1]([c:2]1[cH:3][cH:4][cH:5][cH:6][cH:7]1)[c:8]1[cH:9][c:10]([CH2:11][O:12][CH2:23][C:22]([C:21]([F:20])([F:34])[F:35])([OH:24])[c:25]2[cH:26][c:27]3[c:28]([cH:29][cH:30]2)[O:31][CH2:32][O:33]3)[cH:13][cH:14][cH:15]1. Reactants: COC(\C(\C1=NC=CC=C1)=N/OC)=O (Z-α-methoxyimino-2-pyridineacetic acid methylester), CN (methylamine). The solvent is O (water). Product: CNC(C(C1=NC=CC=C1)=NOC)=O (N-methyl-α-methoxyimino-2-pyridineacetamide). As a reaction SMILES: CO[C:3](=[O:14])/[C:4](=[N:11]\[O:12][CH3:13])/[C:5]1[CH:10]=[CH:9][CH:8]=[CH:7][N:6]=1.[CH3:15][NH2:16]>O>[CH3:15][NH:16][C:3](=[O:14])[C:4](=[N:11][O:12][CH3:13])[C:5]1[CH:10]=[CH:9][CH:8]=[CH:7][N:6]=1. Reported procedure: Z-α-methoxyimino-2-pyridineacetic acid methylester (5 g) and a solution of methylamine in water (15 ml, 30%) were stirred at a temperature of 60° C. until the starting compound was completely dissolved. Water was evaporated under reduced pressure and the residue was recrystallized from toluene, yielding N-methyl-α-methoxyimino-2-pyridineacetamide (3.0 g), Z-isomer, m.p. 132°-133° C. The E-isomer was obtained in the same way, but starting from the corresponding E-ester. M.p. of the E-isomer 91°-9... Solvent: C1(=CC=CC=C1)C (toluene). The yield is 27.1%. Procedure details: 3-Ethylamino-propionic acid methyl ester (2.41 g, 18.4 mmol) is added to a solution of 2-indanone (2.3 g, 17.33 mmol) in toluene (27 mL), and the reaction is brought to reflux for 2 hours. Toluene is removed in vacuo and the residue is dissolved in ethylene glycol (23 mL) and the resulting solution is heated to reflux for 8 hours. The reaction is allowed to cool to ambient temperature and is poured over water and extracted with dichloromethane. The organic phase is dried over magnesium sulfate a... Reactants: COC(CCNCC)=O (3-Ethylamino-propionic acid methyl ester), C1C(CC2=CC=CC=C12)=O (2-indanone). The product is C(C)N1C2=C(CCC1=O)C=1C=CC=CC1C2 (1-Ethyl-1,3,4,9-tetrahydro-indeno[2,1-b]pyridin-2-one). As a reaction SMILES: CO[C:3](=O)[CH2:4][CH2:5][NH:6][CH2:7][CH3:8].[CH2:10]1[C:18]2[C:13](=[CH:14][CH:15]=[CH:16][CH:17]=2)[CH2:12][C:11]1=[O:19]>C1(C)C=CC=CC=1>[CH2:7]([N:6]1[C:11](=[O:19])[CH2:10][CH2:18][C:17]2[C:16]3[CH:15]=[CH:14][CH:13]=[CH:12][C:3]=3[CH2:4][C:5]1=2)[CH3:8]. The reactants are COC=1C(=NC(=NC1)C1=CC=C(C=C1)N)N1CCOCC1 (4-(5-methoxy-4-morpholin-4-yl-pyrimidin-2-yl)-phenylamine), C([O-])(O)=O.[Na+] (sodium bicarbonate), ClC(=O)OC1=CC=CC=C1 (phenyl chloroformate). Run in C(C)(=O)OCC (ethyl acetate). Conditions: time 5 minute. The product is C1(=CC=CC=C1)OC(NC1=CC=C(C=C1)C1=NC=C(C(=N1)N1CCOCC1)OC)=O ([4-(5-Methoxy-4-morpholin-4-yl-pyrimidin-2-yl)-phenyl]-carbamic acid phenyl ester). The yield is 40.5%. Reaction SMILES: [CH3:1][O:2][C:3]1[C:4]([N:16]2[CH2:21][CH2:20][O:19][CH2:18][CH2:17]2)=[N:5][C:6]([C:9]2[CH:14]=[CH:13][C:12]([NH2:15])=[CH:11][CH:10]=2)=[N:7][CH:8]=1.C(=O)(O)[O-].[Na+].Cl[C:28]([O:30][C:31]1[CH:36]=[CH:35][CH:34]=[CH:33][CH:32]=1)=[O:29]>C(OCC)(=O)C>[C:31]1([O:30][C:28](=[O:29])[NH:15][C:12]2[CH:13]=[CH:14][C:9]([C:6]3[N:5]=[C:4]([N:16]4[CH2:21][CH2:20][O:19][CH2:18][CH2:17]4)[C:3]([O:2][CH3:1])=[CH:8][N:7]=3)=[CH:10][CH:11]=2)[CH:36]=[CH:35][CH:34]=[CH:33][CH:32]=1 |f:1.2|. Procedure details: A mixture of 4-(5-methoxy-4-morpholin-4-yl-pyrimidin-2-yl)-phenylamine (1.50 g, 1.0 eq.) and sodium bicarbonate solution (6 ml) in ethyl acetate (6 ml) stirring 5 min. After dropping phenyl chloroformate (0.98 ml, 1.2 eq) for 4 hrs at room temperature. The resultant mixture extracted with EA and the combined organic layers were washed with brine and dried in vacuo to give a light brown solid (1.80 g, 40.5%) as the product. The reactants are ClC=1C=C(C=C(C1)OC)C1=C(N=C(N=N1)N)C1=CC=CC=C1 (6-(3-chloro-5-methoxyphenyl)-5-phenyl-1,2,4-triazin-3-amine), B(Br)(Br)Br (BBr3). The solvent is O (water). Run at time 16 hour. Yields the product NC=1N=NC(=C(N1)C1=CC=CC=C1)C=1C=C(C=C(C1)Cl)O (3-(3-Amino-5-phenyl-1,2,4-triazin-6-yl)-5-chlorophenol). The yield is 77.6%. Reaction SMILES: [Cl:1][C:2]1[CH:3]=[C:4]([C:10]2[N:15]=[N:14][C:13]([NH2:16])=[N:12][C:11]=2[C:17]2[CH:22]=[CH:21][CH:20]=[CH:19][CH:18]=2)[CH:5]=[C:6]([O:8]C)[CH:7]=1.B(Br)(Br)Br>O>[NH2:16][C:13]1[N:14]=[N:15][C:10]([C:4]2[CH:5]=[C:6]([OH:8])[CH:7]=[C:2]([Cl:1])[CH:3]=2)=[C:11]([C:17]2[CH:22]=[CH:21][CH:20]=[CH:19][CH:18]=2)[N:12]=1. Procedure: 3-(3-Amino-5-phenyl-1,2,4-triazin-6-yl)-5-chlorophenol (890 mg, 85%) was prepared by demethylation of 6-(3-chloro-5-methoxyphenyl)-5-phenyl-1,2,4-triazin-3-amine (1.2 g, 3.84 mmol; vide supra) with BBr3 (5 mL) at −70° C. for 2 hours and then for a further 16 hours at RT. The resulting mixture was then poured into water (25 mL) and extracted with DCM (3×30 mL). The combined organic extracts were then dried over Na2SO4 and concentrated under vacuum. The crude compound was purified by gradient flas...